describe an organic reaction: reactants, conditions, products, and yield From a dataset of the Open Reaction Database (ORD), a public repository of structured organic reaction records. Starting materials: NCc1ccc(-c2nc3c(N4CCN(Cc5cccnc5)CC4)c(Br)cnc3[nH]2)cc1, CC(C)(C)OC(=O)N1CCN(Cc2ccc(-c3nc4c(N5CCN(Cc6cccnc6)CC5)c(Br)cnc4[nH]3)cc2)CC1, ClCCl, O=C(O)C(F)(F)F. The product is Brc1cnc2[nH]c(-c3ccc(CN4CCNCC4)cc3)nc2c1N1CCN(Cc2cccnc2)CC1. RXN SMILES: [Br:1][c:2]1[c:3]([N:4]2[CH2:5][CH2:6][N:7]([CH2:8][c:9]3[cH:10][n:11][cH:12][cH:13][cH:14]3)[CH2:15][CH2:16]2)[c:17]2[n:18][c:19](-[c:20]3[cH:21][cH:22][c:23]([CH2:24][NH2:25])[cH:26][cH:27]3)[nH:28][c:29]2[n:30][cH:31]1.[Br:32][c:33]1[c:34]([N:62]2[CH2:63][CH2:64][N:65]([CH2:68][c:69]3[cH:70][n:71][cH:72][cH:73][cH:74]3)[CH2:66][CH2:67]2)[c:35]2[c:36]([n:37][cH:38]1)[nH:39][c:40](-[c:42]1[cH:43][cH:44][c:45]([CH2:46][N:47]3[CH2:48][CH2:49][N:50]([C:53]([O:54][C:55]([CH3:56])([CH3:57])[CH3:58])=[O:59])[CH2:51][CH2:52]3)[cH:60][cH:61]1)[n:41]2.[Cl:82][CH2:83][Cl:84].[F:75][C:76]([F:77])([F:78])[C:79]([OH:80])=[O:81]>>[Br:32][c:33]1[c:34]([N:62]2[CH2:63][CH2:64][N:65]([CH2:68][c:69]3[cH:70][n:71][cH:72][cH:73][cH:74]3)[CH2:66][CH2:67]2)[c:35]2[c:36]([n:37][cH:38]1)[nH:39][c:40](-[c:42]1[cH:43][cH:44][c:45]([CH2:46][N:47]3[CH2:48][CH2:49][NH:50][CH2:51][CH2:52]3)[cH:60][cH:61]1)[n:41]2. Starting materials: [NH4+].[Cl-] (NH4Cl), O1CCC=C1 (2,3-dihydrofuran), [Sn](CCCC)(CCCC)(CCCC)Cl (Bu3SnCl), [Li]C(C)(C)C (t-BuLi). Run in C1CCOC1 (THF). Run at temperature -60 celsius, time 10 minute. Product: C(CCC)[Sn](C=1OCCC1)(CCCC)CCCC (Tributyl-(4,5-dihydro-furan-2-yl)-stannane). The yield is 108.6%. As a reaction SMILES: [O:1]1[CH:5]=[CH:4][CH2:3][CH2:2]1.[Li]C(C)(C)C.[Sn:11](Cl)([CH2:20][CH2:21][CH2:22][CH3:23])([CH2:16][CH2:17][CH2:18][CH3:19])[CH2:12][CH2:13][CH2:14][CH3:15].[NH4+].[Cl-]>C1COCC1>[CH2:20]([Sn:11]([CH2:12][CH2:13][CH2:14][CH3:15])([CH2:16][CH2:17][CH2:18][CH3:19])[C:5]1[O:1][CH2:2][CH2:3][CH:4]=1)[CH2:21][CH2:22][CH3:23] |f:3.4|. Procedure details: A solution of 2,3-dihydrofuran (10.7 mL, 141 mmol) in anhyd THF (80 mL) was cooled to −60° C. A solution of t-BuLi (1.7 M in pentane, 100 mL, 170 mmol) was added dropwise. The yellow solution was stirred at −60° C. for 10 min then at 0° C. for 50 min. The reaction mixture was cooled down to −60° C. and Bu3SnCl (52.7 mL, 185 mmol) was added dropwise to give a colorless solution that was stirred at 0° C. for 90 min. Sat. aq NH4Cl was added dropwise and the reaction mixture was extracted with Et2O.... Starting materials: C[As](CCCCl)C ((3-dimethylarsinopropyl)chloride), [Mg] (magnesium), [Cl-].C[Ga+]C (dimethylgallium chloride). Solvent: C(C)OCC (diethylether), C(C)OCC (diethylether). The product is C[As](CCC[Ga](C)C)C ((3-Dimethylarsinopropyl)-dimethylgallium). As a reaction SMILES: [CH3:1][As:2]([CH3:7])[CH2:3][CH2:4][CH2:5]Cl.[Mg].[Cl-].[CH3:10][Ga+:11][CH3:12]>C(OCC)C>[CH3:1][As:2]([CH3:7])[CH2:3][CH2:4][CH2:5][Ga:11]([CH3:12])[CH3:10] |f:2.3|. Procedure details: 5.47 g (30 mmol) of (3-dimethylarsinopropyl)chloride are added to 1.44 g (60 mmol) of magnesium chips in 100 ml of diethylether at 20° C., and then the mixture is heated under reflux for two hours. The solution is allowed to come to room temperature, 4.0 g (30 mmol) of dimethylgallium chloride in 50 ml of diethylether are added, and the solution is refluxed again for two hours. The working up is carried out analogously to Example 1. (3-Dimethylarsinopropyl)-dimethylgallium is obtained as a clear... Reactants: NC=1C(=CC(=NC1)OC1=CC=CC=C1)CNC(C(=O)N(CCC1=CC=CC=C1)C)C(C)C (2-[(5-amino-2-phenoxy-pyridin-4-ylmethyl)-amino]-3,N-dimethyl-N-phenethyl-butyramide), C(C)(C)O (isopropyl alcohol), N#CBr (cyanogen bromide), ClCCl (dichloromethane). Reaction conditions: time 16 hour. The product is Cl.NC=1N(CC2=C(N1)C=NC(=C2)OC2=CC=CC=C2)C(C(=O)N(CCC2=CC=CC=C2)C)C(C)C (2-(2-Amino-6-phenoxy-4H-pyrido[3,4-d]pyrimidin-3-yl)-3,N-dimethyl-N-phenethyl-butyramide hydrochloride salt). RXN SMILES: [NH2:1][C:2]1[C:3]([CH2:15][NH:16][CH:17]([CH:30]([CH3:32])[CH3:31])[C:18]([N:20]([CH3:29])[CH2:21][CH2:22][C:23]2[CH:28]=[CH:27][CH:26]=[CH:25][CH:24]=2)=[O:19])=[CH:4][C:5]([O:8][C:9]2[CH:14]=[CH:13][CH:12]=[CH:11][CH:10]=2)=[N:6][CH:7]=1.C(O)(C)C.[N:37]#[C:38]Br.[Cl:40]CCl>>[ClH:40].[NH2:37][C:38]1[N:16]([CH:17]([CH:30]([CH3:32])[CH3:31])[C:18]([N:20]([CH3:29])[CH2:21][CH2:22][C:23]2[CH:28]=[CH:27][CH:26]=[CH:25][CH:24]=2)=[O:19])[CH2:15][C:3]2[CH:4]=[C:5]([O:8][C:9]3[CH:10]=[CH:11][CH:12]=[CH:13][CH:14]=3)[N:6]=[CH:7][C:2]=2[N:1]=1 |f:4.5|. Reported procedure: A solution of 2-[(5-amino-2-phenoxy-pyridin-4-ylmethyl)-amino]-3,N-dimethyl-N-phenethyl-butyramide (1.69 g, 3.9 mmol) and isopropyl alcohol (10 mL) was added cyanogen bromide in dichloromethane (1.3 mL, [3M]) and the resulting mixture was stirred at room temperature for 16 hours. The solvent was evaporated to yield a brown solid. The brown solid was purified by reverse phase chromatography. The solvent was evaporated from the desired fractions, and the solute was treated with 1N HCl to yield the... Starting materials: Br, Br, Cc1cnc(N)c([N+](=O)[O-])c1, O=N[O-], [Na+], [Na+], [OH-], O. Product: Cc1cnc(Br)c([N+](=O)[O-])c1. Reaction SMILES: [Br:13].[BrH:1].[CH3:2][c:3]1[cH:4][c:5]([N+:10](=[O:11])[O-:12])[c:6]([NH2:9])[n:7][cH:8]1.[N:14]([O-:15])=[O:16].[Na+:17].[Na+:19].[OH-:18].[OH2:20]>>[Br:1][c:6]1[c:5]([N+:10](=[O:11])[O-:12])[cH:4][c:3]([CH3:2])[cH:8][n:7]1. Reactants: BrB(Br)Br, ClCCl, COc1ccc(-c2cccc3ncccc23)cc1. The product is Oc1ccc(-c2cccc3ncccc23)cc1. As a reaction SMILES: [B:19]([Br:20])([Br:21])[Br:22].[CH2:23]([Cl:24])[Cl:25].[CH3:1][O:2][c:3]1[cH:4][cH:5][c:6](-[c:9]2[c:10]3[cH:11][cH:12][cH:13][n:14][c:15]3[cH:16][cH:17][cH:18]2)[cH:7][cH:8]1>>[OH:2][c:3]1[cH:4][cH:5][c:6](-[c:9]2[c:10]3[cH:11][cH:12][cH:13][n:14][c:15]3[cH:16][cH:17][cH:18]2)[cH:7][cH:8]1. Starting materials: [O-][Cr](=O)(=O)O[Cr](=O)(=O)[O-].[Na+].[Na+] (sodium bichromate), S(O)(O)(=O)=O (sulfuric acid). Product: [Cr](=O)(=O)(O)O (chromic acid), S([O-])(O)(=O)=O.[Na+] (sodium bisulfate). RXN SMILES: [O-:1][Cr:2]([O:5][Cr]([O-])(=O)=O)(=[O:4])=[O:3].[Na+:10].[Na+].[S:12](=[O:16])(=[O:15])([OH:14])[OH:13]>>[Cr:2]([OH:5])([OH:4])(=[O:3])=[O:1].[S:12](=[O:14])(=[O:13])([OH:16])[O-:15].[Na+:10] |f:0.1.2,5.6|. Procedure: Disclosed is an improvement on a process in which sodium chromate is reacted with sulfuric acid to produce sodium bichromate and sodium sulfate, and the sodium bichromate is reacted with sulfuric acid to produce chromic acid and sodium bisulfate. In the improvement, the sodium sulfate and sodium bisulfate are reacted with hydrogen chloride to produce sulfuric acid, which is recycled, and sodium chloride. Reactants: C1(=CC=CC=C1)NCC(=O)O (2-(phenylamino)acetic acid), CCN(C(C)C)C(C)C (DIEA), N1=CN=C(C2=C1NC=C2)N2CC(CCC2)N (1-(7H-pyrrolo[2,3-d]pyrimidin-4-yl)piperidin-3-amine), CCN=C=NCCCN(C)C (EDCI), C=1C=CC2=C(C1)N=NN2O (HOBt). Solvent: O (water), CCOC(=O)C (EtOAc), CN(C)C=O (DMF). The product is N1=CN=C(C2=C1NC=C2)N2CC(CCC2)NC(CNC2=CC=CC=C2)=O (N-(1-(7H-pyrrolo[2,3-d]pyrimidin-4-yl)piperidin-3-yl)-2-(phenylamino)acetamide). Procedure details: To a solution of 2-(phenylamino)acetic acid (37 mg, 0.25 mmol), EDCI (53 mg, 0.275 mmol), and HOBt (37 mg, 0.275 mmol) in DMF (1 mL) was DIEA (1.7 mL, 1.3 mg, 1.0 mmol) and 1-(7H-pyrrolo[2,3-d]pyrimidin-4-yl)piperidin-3-amine (54 mg, 0.25 mmol). The solution was stirred at rt for several hours, diluted with water and EtOAc (1:1, 10 mL). The organic phase was separated, washed with brine, dried (Na2SO4) and concentrated in vacuo to afford a residue which was purified by reverse phase chromatograp... Reaction SMILES: [C:1]1([NH:7][CH2:8][C:9]([OH:11])=O)[CH:6]=[CH:5][CH:4]=[CH:3][CH:2]=1.CCN=C=NCCCN(C)C.C1C=CC2N(O)N=NC=2C=1.CCN(C(C)C)C(C)C.[N:42]1[C:47]2[NH:48][CH:49]=[CH:50][C:46]=2[C:45]([N:51]2[CH2:56][CH2:55][CH2:54][CH:53]([NH2:57])[CH2:52]2)=[N:44][CH:43]=1>CN(C=O)C.O.CCOC(C)=O>[N:42]1[C:47]2[NH:48][CH:49]=[CH:50][C:46]=2[C:45]([N:51]2[CH2:56][CH2:55][CH2:54][CH:53]([NH:57][C:9](=[O:11])[CH2:8][NH:7][C:1]3[CH:2]=[CH:3][CH:4]=[CH:5][CH:6]=3)[CH2:52]2)=[N:44][CH:43]=1. Reactants: CC(C)(F)c1cnn2c(Br)cnc2n1, CC1(C)OB(c2ccc(F)c(-c3ccc(F)cc3C#N)c2F)OC1(C)C. Yields the product CC(C)(F)c1cnn2c(-c3ccc(F)c(-c4ccc(F)cc4C#N)c3F)cnc2n1. Reaction SMILES: [Br:27][c:28]1[cH:29][n:30][c:31]2[n:32]1[n:33][cH:34][c:35]([C:37]([CH3:38])([CH3:39])[F:40])[n:36]2.[CH3:1][C:2]1([CH3:3])[C:4]([CH3:5])([CH3:6])[O:7][B:8]([c:9]2[c:10]([F:25])[c:11](-[c:16]3[c:17]([C:23]#[N:24])[cH:18][c:19]([F:22])[cH:20][cH:21]3)[c:12]([F:15])[cH:13][cH:14]2)[O:26]1>>[c:9]1(-[c:28]2[cH:29][n:30][c:31]3[n:32]2[n:33][cH:34][c:35]([C:37]([CH3:38])([CH3:39])[F:40])[n:36]3)[c:10]([F:25])[c:11](-[c:16]2[c:17]([C:23]#[N:24])[cH:18][c:19]([F:22])[cH:20][cH:21]2)[c:12]([F:15])[cH:13][cH:14]1.